From a dataset of the Open Reaction Database (ORD), a public repository of structured organic reaction records. describe an organic reaction: reactants, conditions, products, and yield The reactants are ClC=1C=C(C=NC1OCC(C)(F)F)CN1C(C2=CC=CC=C2C1=O)=O (2-((5-chloro-6-(2,2-difluoropropoxy)pyridin-3-yl)methyl)isoindoline-1,3-dione), CCCCCCCCCCCCN (Amine-12). The product is ClC=1C=C(C=NC1OCC(C)(F)F)CN ((5-chloro-6-(2,2-difluoropropoxy)pyridin-3-yl)methanamine). Yield: 96.0%. As a reaction SMILES: [Cl:1][C:2]1[CH:3]=[C:4]([CH2:14][N:15]2C(=O)C3C(=CC=CC=3)C2=O)[CH:5]=[N:6][C:7]=1[O:8][CH2:9][C:10]([F:13])([F:12])[CH3:11].CCCCCCCCCCCCN>>[Cl:1][C:2]1[CH:3]=[C:4]([CH2:14][NH2:15])[CH:5]=[N:6][C:7]=1[O:8][CH2:9][C:10]([F:12])([F:13])[CH3:11]. Procedure details: The title compound is prepared in 96% yield (734 mg, colorless oil) from 2-((5-chloro-6-(2,2-difluoropropoxy)pyridin-3-yl)methyl)isoindoline-1,3-dione (1.18 g, 3.22 mmol, Step-2) in a similar manner to Step-5 of Amine-12. The reactants are CO, COC(=O)c1ccc(C2(C)CC2)cc1C, Cl, [Na+], [OH-], O. The product is Cc1cc(C2(C)CC2)ccc1C(=O)O. RXN SMILES: [CH3:16][OH:17].[CH3:1][O:2][C:3]([c:4]1[c:5]([CH3:14])[cH:6][c:7]([C:10]2([CH3:13])[CH2:11][CH2:12]2)[cH:8][cH:9]1)=[O:15].[ClH:20].[Na+:19].[OH-:18].[OH2:21]>>[O:2]=[C:3]([c:4]1[c:5]([CH3:14])[cH:6][c:7]([C:10]2([CH3:13])[CH2:11][CH2:12]2)[cH:8][cH:9]1)[OH:15]. The reactants are O=C([O-])[O-], CCCCCBr, CN(C)C=O, [K+], [K+], COc1ccc(C=Cc2nc3c(s2)NCCCC3)cc1O. Product: CCCCCOc1cc(C=Cc2nc3c(s2)NCCCC3)ccc1OC. Reaction SMILES: [C:7](=[O:8])([O-:9])[O-:10].[CH2:1]([CH2:2][CH2:3][CH2:4][CH3:5])[Br:6].[CH3:34][N:35]([CH3:36])[CH:37]=[O:38].[K+:11].[K+:12].[OH:13][c:14]1[cH:15][c:16]([CH:17]=[CH:18][c:19]2[s:20][c:21]3[c:27]([n:28]2)[CH2:26][CH2:25][CH2:24][CH2:23][NH:22]3)[cH:29][cH:30][c:31]1[O:32][CH3:33]>>[CH2:1]([CH2:2][CH2:3][CH2:4][CH3:5])[O:13][c:14]1[cH:15][c:16]([CH:17]=[CH:18][c:19]2[s:20][c:21]3[c:27]([n:28]2)[CH2:26][CH2:25][CH2:24][CH2:23][NH:22]3)[cH:29][cH:30][c:31]1[O:32][CH3:33]. Starting materials: COC=1C=CC(=C(C(=O)OC)C1)C (methyl 5-methoxy-2-methylbenzoate), BrN1C(CCC1=O)=O (N-bromosuccinimide). The reagents and catalysts are C(C1=CC=CC=C1)(=O)OOC(C1=CC=CC=C1)=O (benzoyl peroxide). Run in C(Cl)Cl (DCM), ClC(Cl)(Cl)Cl (tetrachloromethane). Conditions: temperature 77 celsius. Yields the product BrCC1=C(C(=O)OC)C=C(C=C1)OC (methyl 2-(bromomethyl)-5-methoxybenzoate). The yield is 99.8%. As a reaction SMILES: [CH3:1][O:2][C:3]1[CH:4]=[CH:5][C:6]([CH3:13])=[C:7]([CH:12]=1)[C:8]([O:10][CH3:11])=[O:9].[Br:14]N1C(=O)CCC1=O>ClC(Cl)(Cl)Cl.C(Cl)Cl.C(OOC(=O)C1C=CC=CC=1)(=O)C1C=CC=CC=1>[Br:14][CH2:13][C:6]1[CH:5]=[CH:4][C:3]([O:2][CH3:1])=[CH:12][C:7]=1[C:8]([O:10][CH3:11])=[O:9]. Procedure: Step 1 A suspension of methyl 5-methoxy-2-methylbenzoate (1.00 g, 5.55 mmol), N-bromosuccinimide (1.037 g, 5.83 mmol) and benzoyl peroxide (81 mg, 0.333 mmol) in tetrachloromethane (10 mL) was heated at 77° C. for 3 h. The mixture was diluted with DCM, washed with NaHCO3 (aq), dried and concentrated to provide crude methyl 2-(bromomethyl)-5-methoxybenzoate as a light yellow solid (1.435 g), used without further purification. 1H NMR (400 MHz, chloroform-d) δ 7.48 (1H, d, J=2.64 Hz), 7.37 (1H, d, ...